describe an organic reaction: reactants, conditions, products, and yield From a dataset of the Open Reaction Database (ORD), a public repository of structured organic reaction records. Reactants: C(=O)C1=CC(NC2=CC=CC=C12)=O (4-formylcarbostyril), C(C)(=O)NCC(=O)O (N-acetylglycine), C(C)(=O)[O-].[Na+] (sodium acetate), C(C)(=O)OC(C)=O (acetic anhydride). Procedure details: 17 Grams of 4-formylcarbostyril, 18 g of N-acetylglycine, 7 g of anhydrous sodium acetate and 100 ml of acetic anhydride were heated at 110° C. to make a homogeneous solution, further the solution was refluxed for 1.5 hours. After cooled the reaction mixture, the reaction mixture was poured in a cold water and the crystals precipitated were collected by filtration. The crystals were washed with cold water, then recrystallized from ethanol-chloroform to obtain 10 g of 4-(1,2-dihydro-2-oxo-4-quino... Reaction SMILES: C([C:3]1[C:12]2[C:7](=[CH:8][CH:9]=[CH:10][CH:11]=2)[NH:6][C:5](=[O:13])[CH:4]=1)=O.[C:14]([NH:17][CH2:18][C:19]([OH:21])=[O:20])(=O)[CH3:15].C([O-])(=O)C.[Na+].C(OC(=O)C)(=O)C>O>[O:13]=[C:5]1[CH2:4][C:3](=[C:18]2[C:19](=[O:20])[O:21][C:14]([CH3:15])=[N:17]2)[C:12]2[C:7](=[CH:8][CH:9]=[CH:10][CH:11]=2)[NH:6]1 |f:2.3|. Yields the product O=C1NC2=CC=CC=C2C(C1)=C1N=C(OC1=O)C (4-(1,2-dihydro-2-oxo-4-quinolyliden)-2-methyl-5-oxazolone). Solvent: O (water). Reactants: C1CCC2=NCCCN2CC1, CNCC1CCNC1, CC#N, COc1c(F)c(F)cc2c(=O)c(C(=O)O)cn(C3CC3)c12. Product: CNCC1CCN(c2c(F)cc3c(=O)c(C(=O)O)cn(C4CC4)c3c2OC)C1. As a reaction SMILES: [CH2:30]1[CH2:31][CH2:32][C:33]2=[N:38][CH2:37][CH2:36][CH2:35][N:34]2[CH2:39][CH2:40]1.[CH3:22][NH:23][CH2:24][CH:25]1[CH2:26][NH:27][CH2:28][CH2:29]1.[CH3:41][C:42]#[N:43].[CH:1]1([n:4]2[cH:5][c:6]([C:19](=[O:20])[OH:21])[c:7](=[O:18])[c:8]3[cH:9][c:10]([F:17])[c:11]([F:16])[c:12]([O:14][CH3:15])[c:13]23)[CH2:2][CH2:3]1>>[CH:1]1([n:4]2[cH:5][c:6]([C:19](=[O:20])[OH:21])[c:7](=[O:18])[c:8]3[cH:9][c:10]([F:17])[c:11]([N:27]4[CH2:26][CH:25]([CH2:24][NH:23][CH3:22])[CH2:29][CH2:28]4)[c:12]([O:14][CH3:15])[c:13]23)[CH2:2][CH2:3]1.